From a dataset of the Open Reaction Database (ORD), a public repository of structured organic reaction records. describe an organic reaction: reactants, conditions, products, and yield Reactants: O=C1NC2C=CC1C2, ClCCl, O=C(Cl)CCl, O, c1ccncc1. Yields the product O=C1NC2(C(=O)CCl)C=CC1C2. As a reaction SMILES: [CH:1]12[NH:2][C:3](=[O:8])[CH:4]([CH:5]=[CH:6]1)[CH2:7]2.[Cl:15][CH2:16][Cl:17].[Cl:9][CH2:10][C:11](=[O:12])[Cl:13].[OH2:14].[cH:18]1[cH:19][cH:20][n:21][cH:22][cH:23]1>>[C:1]12([C:11]([CH2:10][Cl:9])=[O:12])[NH:2][C:3](=[O:8])[CH:4]([CH:5]=[CH:6]1)[CH2:7]2. The reactants are CN(C(=O)C1CC1)C (cyclopropanecarboxylic acid dimethylamide), COC=1C=C(CCl)C=CC1 (3-methoxybenzyl chloride), [Mg] (magnesium), II (iodine), [Mg] (magnesium). Solvent: C(C)OCC (diethyl ether), O1CCCC1 (tetrahydrofuran), C(C)OCC (diethyl ether). Conditions: time 1 hour. The product is COC=1C=C(CC(=O)C2CC2)C=CC1 (Cyclopropyl 3-Methoxybenzyl Ketone). RXN SMILES: [Mg].II.[CH3:4][O:5][C:6]1[CH:7]=[C:8]([CH:11]=[CH:12][CH:13]=1)[CH2:9]Cl.CN(C)[C:16]([CH:18]1[CH2:20][CH2:19]1)=[O:17]>O1CCCC1.C(OCC)C>[CH3:4][O:5][C:6]1[CH:7]=[C:8]([CH:11]=[CH:12][CH:13]=1)[CH2:9][C:16]([CH:18]1[CH2:20][CH2:19]1)=[O:17]. Procedure: A 250 ml round-bottomed flask is filled with magnesium (4.9 g, 0.20 mol) and iodine (0.1 g) is sublimated to the magnesium, then diethyl ether (100 ml) is added and under boiling a solution of 3-methoxybenzyl chloride (11.9 ml, 0.1 mol) and diethyl ether (40 ml) are added to the reaction mixture. The mixture is boiled for one hour and at this temperature a solution of cyclopropanecarboxylic acid dimethylamide (16.6 g, 0.15 mol) and tetrahydrofuran (70 ml) are added. The reaction mixture is stirr...